The task is: describe an organic reaction: reactants, conditions, products, and yield. This data is from the Open Reaction Database (ORD), a public repository of structured organic reaction records. Starting materials: [Br-], CC(=O)CCN(Cc1ccc(Cl)cc1Cl)CC1CN(C(=O)OC(C)(C)C)C1, C[Mg+], CCOCC. Product: CC(C)(O)CCN(Cc1ccc(Cl)cc1Cl)CC1CN(C(=O)OC(C)(C)C)C1. As a reaction SMILES: [Br-:28].[C:1]([CH3:2])([CH3:3])([CH3:4])[O:5][C:6](=[O:7])[N:8]1[CH2:9][CH:10]([CH2:12][N:13]([CH2:14][CH2:15][C:16]([CH3:17])=[O:18])[CH2:19][c:20]2[c:21]([Cl:27])[cH:22][c:23]([Cl:26])[cH:24][cH:25]2)[CH2:11]1.[CH3:29][Mg+:30].[CH3:31][CH2:32][O:33][CH2:34][CH3:35]>>[C:1]([CH3:2])([CH3:3])([CH3:4])[O:5][C:6](=[O:7])[N:8]1[CH2:9][CH:10]([CH2:12][N:13]([CH2:14][CH2:15][C:16]([CH3:17])([OH:18])[CH3:29])[CH2:19][c:20]2[c:21]([Cl:27])[cH:22][c:23]([Cl:26])[cH:24][cH:25]2)[CH2:11]1.